Dataset: the Open Reaction Database (ORD), a public repository of structured organic reaction records. Task: describe an organic reaction: reactants, conditions, products, and yield The reactants are CCOC(=O)C1(NC(=O)c2cccc3cc[nH]c23)Cc2ccccc2C1, CCO, [K+], [OH-], O. Yields the product O=C(NC1(C(=O)O)Cc2ccccc2C1)c1cccc2cc[nH]c12. RXN SMILES: [CH2:1]([CH3:2])[O:3][C:4](=[O:5])[C:6]1([NH:15][C:16](=[O:17])[c:18]2[cH:19][cH:20][cH:21][c:22]3[cH:23][cH:24][nH:25][c:26]23)[CH2:7][c:8]2[cH:9][cH:10][cH:11][cH:12][c:13]2[CH2:14]1.[CH3:30][CH2:31][OH:32].[K+:28].[OH-:27].[OH2:29]>>[O:3]=[C:4]([OH:5])[C:6]1([NH:15][C:16](=[O:17])[c:18]2[cH:19][cH:20][cH:21][c:22]3[cH:23][cH:24][nH:25][c:26]23)[CH2:7][c:8]2[cH:9][cH:10][cH:11][cH:12][c:13]2[CH2:14]1. Reactants: BrB(Br)Br, COc1ccc(N2CCCCC2)c(C(F)(F)F)c1, ClCCl, [Na+], O=C([O-])O. Yields the product Oc1ccc(N2CCCCC2)c(C(F)(F)F)c1. As a reaction SMILES: [B:19]([Br:20])([Br:21])[Br:22].[CH3:1][O:2][c:3]1[cH:4][c:5]([C:15]([F:16])([F:17])[F:18])[c:6]([N:9]2[CH2:10][CH2:11][CH2:12][CH2:13][CH2:14]2)[cH:7][cH:8]1.[Cl:28][CH2:29][Cl:30].[Na+:27].[O-:23][C:24]([OH:25])=[O:26]>>[OH:2][c:3]1[cH:4][c:5]([C:15]([F:16])([F:17])[F:18])[c:6]([N:9]2[CH2:10][CH2:11][CH2:12][CH2:13][CH2:14]2)[cH:7][cH:8]1. The reactants are C(C1=CC=CC=C1)N(C(C(=O)OC(C)(C)C)C)CC1=CC=CC=C1 (tert-butyl 2-(dibenzylamino)-propanoate), BrCC(=O)OC(C)(C)C (tert-butyl bromoacetate), C(C1=CC=CC=C1)NCC1=CC=CC=C1 (dibenzylamine), C(C)(C)[N-]C(C)C.[Li+] (lithium diisopropylamide), [Si](C)(C)(C(C)(C)C)O[C@@H]1[C@@H](O[C@H]([C@@H]1O[Si](C)(C)C(C)(C)C)N1C(N(C(C=C1)=O)CC1=CC=C(C=C1)OC)=O)C=O ((2R,3R,4R,5R)-3,4-bis{[tert-butyl(dimethyl)silyl]oxy}-5-[3-(4-methoxybenzyl)-2,4-dioxo-3,4-dihydro-2H-pyrimidin-1-yl]-tetrahydro-furan-2-carbaldehyde). Run in O1CCCC1 (tetrahydrofuran), O1CCOCC1 (1,4-dioxane), C(C)(=O)OCC (ethyl acetate), C(C)O (ethanol), O1CCCC1 (tetrahydrofuran). Run at time 1 hour. The product is C(C1=CC=CC=C1)N(C(C(=O)OC(C)(C)C)C)CC1=CC=CC=C1 (tert-Butyl 2-(dibenzylamino)-propanoate), C(C)(C)(C)[Si](O[C@@H]1[C@H](O[C@H]([C@@H]1O[Si](C)(C)C(C)(C)C)N1C(N(C(C=C1)=O)CC1=CC=C(C=C1)OC)=O)[C@H]([C@@H](C(=O)OC(C)(C)C)N(CC1=CC=CC=C1)CC1=CC=CC=C1)O)(C)C (tert-butyl (2S,3S)-3-[(2R,3R,4R,5R)-3,4-bis{[tert-butyl-(dimethyl)silyl]oxy}-5-(3-(4-methoxybenzyl)-2,4-dioxo-3,4-dihydro-1(2H)-pyrimidinyl)-tetrahydro-2-furanyl]-2-(dibenzylamino)-3-hydroxypropanoate). Yield: 14.4%. As a reaction SMILES: BrCC(OC(C)(C)C)=O.C(NCC1C=CC=CC=1)C1C=CC=CC=1.[CH2:25]([N:32]([CH2:42][C:43]1[CH:48]=[CH:47][CH:46]=[CH:45][CH:44]=1)[CH:33]([CH3:41])[C:34]([O:36][C:37]([CH3:40])([CH3:39])[CH3:38])=[O:35])[C:26]1[CH:31]=[CH:30][CH:29]=[CH:28][CH:27]=1.C([N-]C(C)C)(C)C.[Li+].[Si:57]([O:64][C@H:65]1[C@@H:69]([O:70][Si:71]([C:74]([CH3:77])([CH3:76])[CH3:75])([CH3:73])[CH3:72])[C@H:68]([N:78]2[CH:83]=[CH:82][C:81](=[O:84])[N:80]([CH2:85][C:86]3[CH:91]=[CH:90][C:89]([O:92][CH3:93])=[CH:88][CH:87]=3)[C:79]2=[O:94])[O:67][C@H:66]1[CH:95]=[O:96])([C:60]([CH3:63])([CH3:62])[CH3:61])([CH3:59])[CH3:58]>O1CCOCC1.O1CCCC1.C(OCC)(=O)C.C(O)C>[CH2:25]([N:32]([CH2:42][C:43]1[CH:44]=[CH:45][CH:46]=[CH:47][CH:48]=1)[CH:33]([CH3:41])[C:34]([O:36][C:37]([CH3:40])([CH3:39])[CH3:38])=[O:35])[C:26]1[CH:27]=[CH:28][CH:29]=[CH:30][CH:31]=1.[C:60]([Si:57]([CH3:59])([CH3:58])[O:64][C@H:65]1[C@@H:69]([O:70][Si:71]([C:74]([CH3:75])([CH3:77])[CH3:76])([CH3:72])[CH3:73])[C@H:68]([N:78]2[CH:83]=[CH:82][C:81](=[O:84])[N:80]([CH2:85][C:86]3[CH:87]=[CH:88][C:89]([O:92][CH3:93])=[CH:90][CH:91]=3)[C:79]2=[O:94])[O:67][C@@H:66]1[C@@H:95]([OH:96])[C@H:33]([N:32]([CH2:25][C:26]1[CH:27]=[CH:28][CH:29]=[CH:30][CH:31]=1)[CH2:42][C:43]1[CH:44]=[CH:45][CH:46]=[CH:47][CH:48]=1)[C:34]([O:36][C:37]([CH3:40])([CH3:39])[CH3:38])=[O:35])([CH3:61])([CH3:62])[CH3:63] |f:3.4|. Reported procedure: tert-Butyl 2-(dibenzylamino)-propanoate was prepared from tert-butyl bromoacetate (10 ml, 68 mmole) and dibenzylamine (26.5 ml, 138 mmole) in 1,4-dioxane (20 ml) and abs. ethanol (25 ml), following the literature procedure (Scolastico, C. Tetrahedron Letts., 1987, 43, 2317). A solution of tert-butyl 2-(dibenzylamino)-propanoate (4.75 g, 15.23 mmole) in anhydrous tetrahydrofuran (60 ml) was cooled at −78° C. under argon. A solution of lithium diisopropylamide (7.6 ml, 15.23 mmole, 2.0 M solution ... Starting materials: ClCC(=O)Cl (chloroacetyl chloride), C(CC)NCC1OCCO1 (N-n-Propyl-N-(1,3-dioxolan-2-ylmethyl)amine), C1=CC=CC=C1 (benzene), C([O-])([O-])=O.[Na+].[Na+] (sodium carbonate). The solvent is O (water). Product: C(CC)N(C(CCl)=O)CC1OCCO1 (N-n-propyl-N-(1,3-dioxolan-2-ylmethyl)-α-chloroacetamide). As a reaction SMILES: [CH2:1]([NH:4][CH2:5][CH:6]1[O:10][CH2:9][CH2:8][O:7]1)[CH2:2][CH3:3].C1C=CC=CC=1.C(=O)([O-])[O-].[Na+].[Na+].[Cl:23][CH2:24][C:25](Cl)=[O:26]>O>[CH2:1]([N:4]([CH2:5][CH:6]1[O:10][CH2:9][CH2:8][O:7]1)[C:25](=[O:26])[CH2:24][Cl:23])[CH2:2][CH3:3] |f:2.3.4|. Procedure: N-n-Propyl-N-(1,3-dioxolan-2-ylmethyl)amine (10.5 grams), benzene (100 ml), water (100 ml) and sodium carbonate (8 grams) were charged into a glass reaction vessel equipped with a mechanical stirrer and reflux condenser. The mixture was cooled to about 5° to 10° C. and chloroacetyl chloride (5.5 ml) was added dropwise with stirring. After the addition was completed stirring was continued until the reaction mixture reached room temperature. After this time the organic phase was separated from the... Reactants: C(=O)(OCC)N1CCN(CC1)C1CC2=C(SC3=C1C=CC=C3)C=CC(=C2)C (1-carbethoxy-4-(10,11-dihydro-2-methyl-dibenzo-[b,f]thiepin-10-yl)-piperazine), C(CO)O (ethylene glycol), [OH-].[K+] (potassium hydroxide). Run in O (water), O (water). Yields the product CC1=CC2=C(SC3=C(C(C2)N2CCNCC2)C=CC=C3)C=C1 (1-(10,11-dihydro-2-methyl-dibenzo[b,f]thiepin-10-yl)-piperazine). As a reaction SMILES: C([N:6]1[CH2:11][CH2:10][N:9]([CH:12]2[C:18]3[CH:19]=[CH:20][CH:21]=[CH:22][C:17]=3[S:16][C:15]3[CH:23]=[CH:24][C:25]([CH3:27])=[CH:26][C:14]=3[CH2:13]2)[CH2:8][CH2:7]1)(OCC)=O.C(O)CO.[OH-].[K+]>O>[CH3:27][C:25]1[CH:24]=[CH:23][C:15]2[S:16][C:17]3[CH:22]=[CH:21][CH:20]=[CH:19][C:18]=3[CH:12]([N:9]3[CH2:8][CH2:7][NH:6][CH2:11][CH2:10]3)[CH2:13][C:14]=2[CH:26]=1 |f:2.3|. Procedure: 5.4 g of 1-carbethoxy-4-(10,11-dihydro-2-methyl-dibenzo-[b,f]thiepin-10-yl)-piperazine, 80 ml of ethylene glycol, 4.64 g of potassium hydroxide and 0.33 ml of water and heated for 0.75 hour at 160° C. Then the mixture is poured on to water, extracted with ether, the extracts washed with saturated sodium chloride solution, dried over sodium sulphate and evaporated. There is obtained 1-(10,11-dihydro-2-methyl-dibenzo[b,f]thiepin-10-yl)-piperazine as an oil. Starting materials: Sc1ccc(Br)cc1, CN(C)C=O, Cc1ccc(S(=O)(=O)OCC(F)(F)F)cc1, [H-], [Na+], O. Yields the product FC(F)(F)CSc1ccc(Br)cc1. RXN SMILES: [Br:1][c:2]1[cH:3][cH:4][c:5]([SH:8])[cH:6][cH:7]1.[CH3:28][N:29]([CH3:30])[CH:31]=[O:32].[F:11][C:12]([CH2:13][O:14][S:15]([c:16]1[cH:17][cH:18][c:19]([CH3:20])[cH:21][cH:22]1)(=[O:23])=[O:24])([F:25])[F:26].[H-:9].[Na+:10].[OH2:27]>>[Br:1][c:2]1[cH:3][cH:4][c:5]([S:8][CH2:13][C:12]([F:11])([F:25])[F:26])[cH:6][cH:7]1. The reactants are CNC(=O)c1n[nH]c2ccc(N)cc12, O=S(=O)(Cl)c1cccc(F)c1, c1ccncc1. Yields the product CNC(=O)c1n[nH]c2ccc(NS(=O)(=O)c3cccc(F)c3)cc12. As a reaction SMILES: [CH3:1][NH:2][C:3](=[O:4])[c:5]1[n:6][nH:7][c:8]2[cH:9][cH:10][c:11]([NH2:14])[cH:12][c:13]12.[F:15][c:16]1[cH:17][c:18]([S:22](=[O:23])(=[O:24])[Cl:25])[cH:19][cH:20][cH:21]1.[cH:26]1[cH:27][cH:28][n:29][cH:30][cH:31]1>>[CH3:1][NH:2][C:3](=[O:4])[c:5]1[n:6][nH:7][c:8]2[cH:9][cH:10][c:11]([NH:14][S:22]([c:18]3[cH:17][c:16]([F:15])[cH:21][cH:20][cH:19]3)(=[O:23])=[O:24])[cH:12][c:13]12.